From a dataset of the Open Reaction Database (ORD), a public repository of structured organic reaction records. describe an organic reaction: reactants, conditions, products, and yield Reactants: C(C1=CC=CC=C1)OC1=CC2=C(N=NC3=C4C(=CC=C23)C=C(C(=C4)OC)OC)C=C1OC (9-Benzyloxy-2,3,8-trimethoxydibenzo[c,h]cinnoline). The reagents and catalysts are [Pd] (palladium on carbon). Solvent: hexanes, C(C)(=O)OCC (ethyl acetate). Product: OC1=CC2=C(N=NC3=C4C(=CC=C23)C=C(C(=C4)OC)OC)C=C1OC (9-Hydroxy-2,3,8-trimethoxydibenzo[c,h]cinnoline). Isolated yield 76.0%. Reaction SMILES: C([O:8][C:9]1[C:30]([O:31][CH3:32])=[CH:29][C:12]2[N:13]=[N:14][C:15]3[C:20]([C:11]=2[CH:10]=1)=[CH:19][CH:18]=[C:17]1[CH:21]=[C:22]([O:27][CH3:28])[C:23]([O:25][CH3:26])=[CH:24][C:16]=31)C1C=CC=CC=1>C(OCC)(=O)C.[Pd]>[OH:8][C:9]1[C:30]([O:31][CH3:32])=[CH:29][C:12]2[N:13]=[N:14][C:15]3[C:20]([C:11]=2[CH:10]=1)=[CH:19][CH:18]=[C:17]1[CH:21]=[C:22]([O:27][CH3:28])[C:23]([O:25][CH3:26])=[CH:24][C:16]=31. Procedure: 9-Benzyloxy-2,3,8-trimethoxydibenzo[c,h]cinnoline, 42, (5 mg, 0.012 mmol) was hydrogenated overnight in ethyl acetate (25 mL) at 26 lb./sq. in. using 10% palladium on carbon (1.5 mg). The solution was passed through a Celite bed and the catalyst was washed with ethyl acetate (10 mL×3). Concentration of the ethyl acetate solution in vacuo gave the crude product. Chromatography using a 50:45:5 mixture of hexanes:ethyl acetate:methanol as eluting solvent gave compound 34 (3 mg) in 76% yield; 1H NMR... The reactants are CCc1ccc2nn(-c3cc(C)ccc3OC(C)=O)nc2c1, CCO, Cl, [Na+], [OH-]. Yields the product CCc1ccc2nn(-c3cc(C)ccc3O)nc2c1. Reaction SMILES: [C:1](=[O:2])([CH3:3])[O:4][c:5]1[c:6](-[n:12]2[n:13][c:14]3[c:15]([n:16]2)[cH:17][cH:18][c:19]([CH2:21][CH3:22])[cH:20]3)[cH:7][c:8]([CH3:11])[cH:9][cH:10]1.[CH3:26][CH2:27][OH:28].[ClH:25].[Na+:24].[OH-:23]>>[OH:4][c:5]1[c:6](-[n:12]2[n:13][c:14]3[c:15]([n:16]2)[cH:17][cH:18][c:19]([CH2:21][CH3:22])[cH:20]3)[cH:7][c:8]([CH3:11])[cH:9][cH:10]1. Reactants: BrC1=CC=C2C=C(C(=C(C2=C1)C1=CC=C(C=C1)Cl)C(C(=O)OCC)OC(C)(C)C)C (ethyl 2-(7-bromo-1-(4-chlorophenyl)-3-methylnaphthalen-2-yl)-2-tert-butoxyacetate), FC(C(C#C)(O)C1=CC=CC=C1)(F)F (1,1,1-trifluoro-2-phenylbut-3-yn-2-ol). The product is C(C)(C)(C)O[C@H](C(=O)O)C1=C(C2=CC(=CC=C2C=C1C)C#CC(C(F)(F)F)(C1=CC=CC=C1)O)C1=CC=C(C=C1)Cl ((2S)-2-tert-butoxy-2-(1-(4-chlorophenyl)-3-methyl-7-(4,4,4-trifluoro-3-hydroxy-3-phenylbut-1-ynyl)naphthalen-2-yl)acetic acid). RXN SMILES: Br[C:2]1[CH:11]=[C:10]2[C:5]([CH:6]=[C:7]([CH3:30])[C:8]([CH:19]([O:25][C:26]([CH3:29])([CH3:28])[CH3:27])[C:20]([O:22]CC)=[O:21])=[C:9]2[C:12]2[CH:17]=[CH:16][C:15]([Cl:18])=[CH:14][CH:13]=2)=[CH:4][CH:3]=1.[F:31][C:32]([F:44])([F:43])[C:33]([C:37]1[CH:42]=[CH:41][CH:40]=[CH:39][CH:38]=1)([OH:36])[C:34]#[CH:35]>>[C:26]([O:25][C@@H:19]([C:8]1[C:7]([CH3:30])=[CH:6][C:5]2[C:10](=[CH:11][C:2]([C:35]#[C:34][C:33]([OH:36])([C:37]3[CH:42]=[CH:41][CH:40]=[CH:39][CH:38]=3)[C:32]([F:43])([F:44])[F:31])=[CH:3][CH:4]=2)[C:9]=1[C:12]1[CH:17]=[CH:16][C:15]([Cl:18])=[CH:14][CH:13]=1)[C:20]([OH:22])=[O:21])([CH3:29])([CH3:27])[CH3:28]. Procedure details: (2S)-2-tert-butoxy-2-(1-(4-chlorophenyl)-3-methyl-7-(4,4,4-trifluoro-3-hydroxy-3-phenylbut-1-ynyl)naphthalen-2-yl)acetic acid was prepared by the method in Example 8 from ethyl 2-(7-bromo-1-(4-chlorophenyl)-3-methylnaphthalen-2-yl)-2-tert-butoxyacetate and 1,1,1-trifluoro-2-phenylbut-3-yn-2-ol. 1H-NMR: 400 MHz, (CD3OD) δ: 7.74 (m, 3H), 7.67 (s, 1H), 7.55 (m, 4H), 7.46 (m, 2H), 7.39 (m, 2H), 7.33 (m, 1H), 5.07 (s, 1H), 2.66 (s, 3H), 0.94 (s, 9H). LCMS-ESI+ (m/z): [M-OH]+ calcd for C31H32ClF3O3: 5... The reactants are ClC=1C2=C(N=CN1)N(C=C2)[C@@H]2CC([C@@H]1[C@H]2OC(O1)(C)C)CN(C(C)C)CCCCC1=NC2=C(N1)C=CC(=C2)C(C)(C)C ({[(3aR,6R,6aS)-6-{4-chloro-7H-pyrrolo[2,3-d]pyrimidin-7-yl}-2,2-dimethyl-hexahydrocyclopenta[d][1,3]dioxol-4-yl]methyl}[4-(5-tert-butyl-1H-1,3-benzodiazol-2-yl)butyl]propan-2-ylamine), N (ammonia). Reaction conditions: time 8 hour. Product: C(C)(C)(C)C1=CC2=C(NC(=N2)CCCCN(C(C)C)CC2C[C@H]([C@H]3[C@@H]2OC(O3)(C)C)N3C=CC2=C3N=CN=C2N)C=C1 (7-[(3aS,4R,6aR)-6-({[4-(5-tert-butyl-1H-1,3-benzodiazol-2-yl)butyl](propan-2-yl)amino}methyl)-2,2-dimethyl-hexahydrocyclopenta[d][1,3]dioxol-4-yl]-7H-pyrrolo[2,3-d]pyrimidin-4-amine). Yield: 67.0%. RXN SMILES: Cl[C:2]1[C:3]2[CH:10]=[CH:9][N:8]([C@H:11]3[C@@H:15]4[O:16][C:17]([CH3:20])([CH3:19])[O:18][C@@H:14]4[CH:13]([CH2:21][N:22]([CH2:26][CH2:27][CH2:28][CH2:29][C:30]4[NH:34][C:33]5[CH:35]=[CH:36][C:37]([C:39]([CH3:42])([CH3:41])[CH3:40])=[CH:38][C:32]=5[N:31]=4)[CH:23]([CH3:25])[CH3:24])[CH2:12]3)[C:4]=2[N:5]=[CH:6][N:7]=1.[NH3:43]>>[C:39]([C:37]1[CH:36]=[CH:35][C:33]2[NH:34][C:30]([CH2:29][CH2:28][CH2:27][CH2:26][N:22]([CH2:21][CH:13]3[C@H:14]4[O:18][C:17]([CH3:20])([CH3:19])[O:16][C@H:15]4[C@H:11]([N:8]4[C:4]5[N:5]=[CH:6][N:7]=[C:2]([NH2:43])[C:3]=5[CH:10]=[CH:9]4)[CH2:12]3)[CH:23]([CH3:25])[CH3:24])=[N:31][C:32]=2[CH:38]=1)([CH3:42])([CH3:41])[CH3:40]. Reported procedure: A solution of {[(3aR,6R,6aS)-6-{4-chloro-7H-pyrrolo[2,3-d]pyrimidin-7-yl}-2,2-dimethyl-hexahydrocyclopenta[d][1,3]dioxol-4-yl]methyl}[4-(5-tert-butyl-1H-1,3-benzodiazol-2-yl)butyl]propan-2-ylamine, (120 mg, 0.2 mmol) in methanolic ammonia (7N, 10 ml) was heated to 80° C. in a glass walled sealed tube with stirring overnight. The reaction mixture was then concentrated in vacuo, re-treated with methanolic ammonia (7N, 10 ml) and the reaction was continued for a further 48 hrs. This was then absorb... The reactants are [Cl-].[Al+3].[Cl-].[Cl-] (aluminum chloride), ClC1=CC=C(C=C1)S(=O)(=O)NCC1CC2=CC=CC=C2C1 (2-[(4-chlorophenyl)sulfonylaminomethyl)indan), C(C)(=O)Cl (acetyl chloride). The solvent is C(Cl)Cl (methylene chloride). Reaction conditions: time 30 minute. The product is C(C)(=O)C=1C=C2CC(CC2=CC1)CNS(=O)(=O)C1=CC=C(C=C1)Cl (5-acetyl-2-[(4-chlorophenyl)sulfonylaminomethyl]indan). The yield is 74.1%. RXN SMILES: [Cl:1][C:2]1[CH:7]=[CH:6][C:5]([S:8]([NH:11][CH2:12][CH:13]2[CH2:21][C:20]3[C:15](=[CH:16][CH:17]=[CH:18][CH:19]=3)[CH2:14]2)(=[O:10])=[O:9])=[CH:4][CH:3]=1.[Cl-].[Al+3].[Cl-].[Cl-].[C:26](Cl)(=[O:28])[CH3:27]>C(Cl)Cl>[C:26]([C:17]1[CH:16]=[C:15]2[C:20](=[CH:19][CH:18]=1)[CH2:21][CH:13]([CH2:12][NH:11][S:8]([C:5]1[CH:4]=[CH:3][C:2]([Cl:1])=[CH:7][CH:6]=1)(=[O:10])=[O:9])[CH2:14]2)(=[O:28])[CH3:27] |f:1.2.3.4|. Procedure: 369 mg (1.15 mmol) of 2-[(4-chlorophenyl)sulfonylaminomethyl)indan was dissolved in 5 ml of methylene chloride, to which were added 460 mg (4.20 mmol) of anhydrous aluminum chloride under ice-cooling and then 302 mg (3.80 mmol) of acetyl chloride dropwise. After stirring for 30 minutes at the same temperature, the reaction solution was admixed with ice, and the organic phase was washed with water and saturated-aqueous sodium bicarbonate, dried and the solvent was removed. The residue was recryst... Starting materials: OC=1C=C(C(=O)CCC(=O)O)C=CC1[N+](=O)[O-] (3-(3-Hydroxy-4-nitrobenzoyl)propionic acid), O.NN (hydrazine hydrate). Yields the product OC=1C=C(C=CC1[N+](=O)[O-])C=1CCC(NN1)=O (6-(3-hydroxy-4-nitrophenyl)-4,5-dihydro-3(2H)-pyridazinone). As a reaction SMILES: [OH:1][C:2]1[CH:3]=[C:4]([CH:12]=[CH:13][C:14]=1[N+:15]([O-:17])=[O:16])[C:5]([CH2:7][CH2:8][C:9](O)=[O:10])=O.O.[NH2:19][NH2:20]>>[OH:1][C:2]1[CH:3]=[C:4]([C:5]2[CH2:7][CH2:8][C:9](=[O:10])[NH:19][N:20]=2)[CH:12]=[CH:13][C:14]=1[N+:15]([O-:17])=[O:16] |f:1.2|. Procedure: 3-(3-Hydroxy-4-nitrobenzoyl)propionic acid was cyclised with an equimolar amount of hydrazine hydrate in a similar manner to that described in Example 3(i) to give 6-(3-hydroxy-4-nitrophenyl)-4,5-dihydro-3(2H)-pyridazinone. Starting materials: Cl (hydrochloric acid), COCOC1=C(C=CC=C1)C(F)(F)F (1-methoxymethoxy-2-trifluoromethylbenzene), CN(C=O)C (N,N-dimethylformamide), C(CCC)[Li].CCCCCC (n-butyllithium n-hexane). The solvent is O1CCCC1 (tetrahydrofuran). Run at time 1 hour. Yields the product OC1=C(C=O)C=CC=C1C(F)(F)F (2-hydroxy-3-trifluoromethylbenzaldehyde). Reaction SMILES: COC[O:4][C:5]1[CH:10]=[CH:9][CH:8]=[CH:7][C:6]=1[C:11]([F:14])([F:13])[F:12].C([Li])CCC.CCCCCC.CN(C)[CH:28]=[O:29].Cl>O1CCCC1>[OH:4][C:5]1[C:6]([C:11]([F:12])([F:13])[F:14])=[CH:7][CH:8]=[CH:9][C:10]=1[CH:28]=[O:29] |f:1.2|. Procedure: 1-methoxymethoxy-2-trifluoromethylbenzene (64.13 g) was dissolved in tetrahydrofuran (500 mL), and a 2.77M n-butyllithium-n-hexane solution (123 mL) was added to the solution over 45 minutes under an argon gas flow at −70° C., and then the mixture was stirred for 1 hour. N,N-dimethylformamide (28.5 mL) was added, followed by stirring at room temperature for 30 minutes. 4N hydrochloric acid (310 mL) was added, followed by stirring at 60° C. for 19 hours. The organic solvent was distilled off unde...